This data is from the Open Reaction Database (ORD), a public repository of structured organic reaction records. The task is: describe an organic reaction: reactants, conditions, products, and yield Reactants: O (Water), BrC=1C=C2C=3C=C(C=CC3C3=C(NC(=N3)C3=C(C#N)C=CC=C3C#N)C2=CC1)Cl (2-(9-bromo-6-chloro-1H-phenanthro[9,10-d]imidazol-2-yl)isophthalonitrile), CC(C)(C#C)O (2-methyl-3-butyn-2-ol), C(C)(C)NC(C)C (diisopropylamine). Reagents/catalysts: C=1C=CC(=CC1)[P](C=2C=CC=CC2)(C=3C=CC=CC3)[Pd]([P](C=4C=CC=CC4)(C=5C=CC=CC5)C=6C=CC=CC6)([P](C=7C=CC=CC7)(C=8C=CC=CC8)C=9C=CC=CC9)[P](C=1C=CC=CC1)(C=1C=CC=CC1)C=1C=CC=CC1 (tetrakis(triphenylphosphine)palladium), [Cu](I)I (copper iodide). Solvent: C(C)(=O)OCC (ethyl acetate), CN(C)C=O (DMF). Run at temperature 55 celsius, time 1 hour. Yields the product ClC=1C=C2C=3C=C(C=CC3C3=C(NC(=N3)C3=C(C#N)C=CC=C3C#N)C2=CC1)C#CC(C)(C)O ([9-chloro-6-(3-hydroxy-3-methylbut-1-yn-1-yl)-1H-phenanthro[9,10-d]imidazol-2-yl]isophthalonitrile). RXN SMILES: Br[C:2]1[CH:3]=[C:4]2[C:26](=[CH:27][CH:28]=1)[C:12]1[NH:13][C:14]([C:16]3[C:23]([C:24]#[N:25])=[CH:22][CH:21]=[CH:20][C:17]=3[C:18]#[N:19])=[N:15][C:11]=1[C:10]1[CH:9]=[CH:8][C:7]([Cl:29])=[CH:6][C:5]2=1.[CH3:30][C:31]([OH:35])([C:33]#[CH:34])[CH3:32].C(NC(C)C)(C)C.O>CN(C=O)C.C(OCC)(=O)C.C1C=CC([P]([Pd]([P](C2C=CC=CC=2)(C2C=CC=CC=2)C2C=CC=CC=2)([P](C2C=CC=CC=2)(C2C=CC=CC=2)C2C=CC=CC=2)[P](C2C=CC=CC=2)(C2C=CC=CC=2)C2C=CC=CC=2)(C2C=CC=CC=2)C2C=CC=CC=2)=CC=1.[Cu](I)I>[Cl:29][C:7]1[CH:6]=[C:5]2[C:10](=[CH:9][CH:8]=1)[C:11]1[NH:15][C:14]([C:16]3[C:17]([C:18]#[N:19])=[CH:20][CH:21]=[CH:22][C:23]=3[C:24]#[N:25])=[N:13][C:12]=1[C:26]1[CH:27]=[CH:28][C:2]([C:34]#[C:33][C:31]([OH:35])([CH3:32])[CH3:30])=[CH:3][C:4]2=1 |^1:58,60,79,98|. Procedure details: To a solution of 13 g of 2-(9-bromo-6-chloro-1H-phenanthro[9,10-d]imidazol-2-yl)isophthalonitrile in 240 mL of DMF is added 5.5 mL of 2-methyl-3-butyn-2-ol, 2.0 g of tetrakis(triphenylphosphine)palladium, 1.1 g of copper iodide and 5.6 mL of diisopropylamine. The mixture is stirred at 55° C. for 1 hr then cooled to room temperature and diluted with ethyl acetate (250 mL). Water (250 mL) is added and the layers were separated, the organic phase is washed with brine, dried over magnesium sulphate ... Starting materials: CSC1=NN2C(C=N1)=CC=C2C(O)C2=CC=CC=C2 ((2-Methylsulfanyl-pyrrolo[2,1-f][1,2,4]triazin-7-yl)-phenyl-methanol), C(Cl)Cl (Methylene chloride), ClC1=CC(=CC=C1)C(=O)OO (m-Chloroperbenzoic acid). Product: CS(=O)C1=NN2C(C=N1)=CC=C2C(O)C2=CC=CC=C2 ((2-Methanesulfinyl-pyrrolo[2,1-f][1,2,4]triazin-7-yl)-phenyl-methanol). Yield: 48.2%. RXN SMILES: [CH3:1][S:2][C:3]1[N:8]=[CH:7][C:6]2=[CH:9][CH:10]=[C:11]([CH:12]([C:14]3[CH:19]=[CH:18][CH:17]=[CH:16][CH:15]=3)[OH:13])[N:5]2[N:4]=1.C(Cl)Cl.ClC1C=CC=C(C(OO)=[O:31])C=1>>[CH3:1][S:2]([C:3]1[N:8]=[CH:7][C:6]2=[CH:9][CH:10]=[C:11]([CH:12]([C:14]3[CH:19]=[CH:18][CH:17]=[CH:16][CH:15]=3)[OH:13])[N:5]2[N:4]=1)=[O:31]. Procedure details: (2-Methylsulfanyl-pyrrolo[2,1-f][1,2,4]triazin-7-yl)-phenyl-methanol (0.340 g, 1.25 mmol) was dissolved in Methylene chloride (6 mL, 90 mmol) and the solution was treated with m-Chloroperbenzoic acid (0.379 g, 1.69 mmol) at room temperature. The reaction was allowed to stir until HPLC showed consumption of starting materials. The mixture was poured over saturated sodium bicarbonate and organics were extracted with dichloromethane. Combined extracts were then dried over sodium sulfate, filtered a...